The task is: describe an organic reaction: reactants, conditions, products, and yield. This data is from the Open Reaction Database (ORD), a public repository of structured organic reaction records. Starting materials: CCC(C)=O, Clc1ccccc1-c1cc2c3c(c1)C1CNCCC1N3CC2, O=C(CCCCl)c1ccc(F)cc1, [K+], [K+], O=C([O-])[O-]. The product is O=C(CCCN1CCC2C(C1)c1cc(-c3ccccc3Cl)cc3c1N2CC3)c1ccc(F)cc1. Reaction SMILES: [CH2:42]([C:43]([CH3:44])=[O:45])[CH3:46].[Cl:1][c:2]1[c:3](-[c:8]2[cH:9][c:10]3[c:14]4[c:15]([cH:16]2)[CH2:17][CH2:18][N:13]4[CH:12]2[CH:11]3[CH2:22][NH:21][CH2:20][CH2:19]2)[cH:4][cH:5][cH:6][cH:7]1.[Cl:29][CH2:30][CH2:31][CH2:32][C:33](=[O:34])[c:35]1[cH:36][cH:37][c:38]([F:41])[cH:39][cH:40]1.[K+:23].[K+:24].[O-:25][C:26]([O-:27])=[O:28]>>[Cl:1][c:2]1[c:3](-[c:8]2[cH:9][c:10]3[c:14]4[c:15]([cH:16]2)[CH2:17][CH2:18][N:13]4[CH:12]2[CH:11]3[CH2:22][N:21]([CH2:30][CH2:31][CH2:32][C:33](=[O:34])[c:35]3[cH:36][cH:37][c:38]([F:41])[cH:39][cH:40]3)[CH2:20][CH2:19]2)[cH:4][cH:5][cH:6][cH:7]1.